Dataset: the Open Reaction Database (ORD), a public repository of structured organic reaction records. Task: describe an organic reaction: reactants, conditions, products, and yield Starting materials: CN1N=NC2=C1C=CC(=C2)CN ((1-methyl-1H-benzo[d][1,2,3]triazol-5-yl)methanamine), COC1=C(C=O)C(=CC=C1)OC (2,6-dimethoxybenzaldehyde). Yields the product COC1=C(C(=CC=C1)OC)C1CCCC(N1CC1=CC2=C(N(N=N2)C)C=C1)=O (6-(2,6-dimethoxyphenyl)-1-((1-methyl-1H-benzo[d][1,2,3]triazol-5-yl)methyl)piperidin-2-one). RXN SMILES: [CH3:1][N:2]1[C:6]2[CH:7]=[CH:8][C:9]([CH2:11][NH2:12])=[CH:10][C:5]=2[N:4]=[N:3]1.[CH3:13][O:14][C:15]1[CH:22]=[CH:21][CH:20]=[C:19]([O:23][CH3:24])[C:16]=1[CH:17]=O>>[CH3:13][O:14][C:15]1[CH:22]=[CH:21][CH:20]=[C:19]([O:23][CH3:24])[C:16]=1[CH:17]1[N:12]([CH2:11][C:9]2[CH:8]=[CH:7][C:6]3[N:2]([CH3:1])[N:3]=[N:4][C:5]=3[CH:10]=2)[C:15](=[O:14])[CH2:16][CH2:19][CH2:20]1. Procedure: Prepared according to the described general procedure 6 (GP6) with commercially available (1-methyl-1H-benzo[d][1,2,3]triazol-5-yl)methanamine and commercially available 2,6-dimethoxybenzaldehyde. Subsequent purification by preparative HPLC afforded the target compound. LC-MS (conditions E): tR=0.65 min.; [M+H]+: 381.09 g/mol. Starting materials: C(C)O (ethanol), N(=[N+]=[N-])C1=CC(=C(C=C1)F)[N+](=O)[O-] (4-azido-1-fluoro-2-nitro-benzene), solution, NCCC(=O)O (3-aminopropionic acid), C(=O)([O-])[O-].[Na+].[Na+] (Na2CO3). Run in O (water). Reaction conditions: temperature 55 celsius. Product: N(=[N+]=[N-])C1=CC(=C(C=C1)NCCC(=O)O)[N+](=O)[O-] (3-(N-(4-azido-2-nitrophenyl)-amino)propionic acid). RXN SMILES: [N:1]([C:4]1[CH:9]=[CH:8][C:7](F)=[C:6]([N+:11]([O-:13])=[O:12])[CH:5]=1)=[N+:2]=[N-:3].[NH2:14][CH2:15][CH2:16][C:17]([OH:19])=[O:18].C([O-])([O-])=O.[Na+].[Na+].C(O)C>O>[N:1]([C:4]1[CH:9]=[CH:8][C:7]([NH:14][CH2:15][CH2:16][C:17]([OH:19])=[O:18])=[C:6]([N+:11]([O-:13])=[O:12])[CH:5]=1)=[N+:2]=[N-:3] |f:2.3.4|. Reported procedure: 4-azido-1-fluoro-2-nitro-benzene (90 mg) is mixed with an aqueous solution (0.5 ml) containing 3-aminopropionic acid (53 mg) and Na2CO3 (106 mg). Following addition of 2 ml of ethanol and 0.5 ml of water, the solution is heated for 24 h at 55° C. After removal of the unreacted materials by several ether extractions, the product (3-(N-(4-azido-2-nitrophenyl)-amino)propionic acid) is obtained by ether extraction of the acidified (pH 2.0) aqueous phase. The reactants are CC(C)(C)OC(=O)CBr, O=C([O-])[O-], CCC(C)=O, [K+], [K+], O=C1CCc2c(ccc3cc(O)ccc23)O1. The product is CC(C)(C)OC(=O)COc1ccc2c3c(ccc2c1)OC(=O)CC3. As a reaction SMILES: [Br:17][CH2:18][C:19](=[O:20])[O:21][C:22]([CH3:23])([CH3:24])[CH3:25].[C:26](=[O:27])([O-:28])[O-:29].[CH3:32][C:33](=[O:34])[CH2:35][CH3:36].[K+:30].[K+:31].[OH:1][c:2]1[cH:3][c:4]2[cH:5][cH:6][c:7]3[c:12]([c:13]2[cH:14][cH:15]1)[CH2:11][CH2:10][C:9](=[O:16])[O:8]3>>[O:1]([c:2]1[cH:3][c:4]2[cH:5][cH:6][c:7]3[c:12]([c:13]2[cH:14][cH:15]1)[CH2:11][CH2:10][C:9](=[O:16])[O:8]3)[CH2:18][C:19](=[O:20])[O:21][C:22]([CH3:23])([CH3:24])[CH3:25]. The reactants are ClC=1C(C2=CC=CC=C2C(C1C)=O)=O (2-chloro-3-methyl-1,4-naphthoquinone), C[O-].[Na+] (sodium methoxide). The solvent is O1CCCC1 (tetrahydrofuran), O1CCCC1 (tetrahydrofuran). Run at time 8 hour. The product is COC=1C(C2=CC=CC=C2C(C1C)=O)=O (2-methoxy-3methyl-1,4-naphthoquinone). RXN SMILES: Cl[C:2]1[C:3](=[O:14])[C:4]2[C:9]([C:10](=[O:13])[C:11]=1[CH3:12])=[CH:8][CH:7]=[CH:6][CH:5]=2.[CH3:15][O-:16].[Na+]>O1CCCC1>[CH3:15][O:16][C:2]1[C:3](=[O:14])[C:4]2[C:9]([C:10](=[O:13])[C:11]=1[CH3:12])=[CH:8][CH:7]=[CH:6][CH:5]=2 |f:1.2|. Procedure details: A solution of 2-chloro-3-methyl-1,4-naphthoquinone (10.3 g) in tetrahydrofuran (100 mL) was treated dropwise with a solution of sodium methoxide (320 g) in tetrahydrofuran (25 mL) at room temperature. After stirring overnight, the mixture was evaporated, and the residue was taken up in ether. The organic layer was washed with brine, dried, filtered and evaporated. Chromatography over silica gel gave 2-methoxy-3methyl-1,4-naphthoquinone, m.p. 93°-94° C. Conditions: time 1 hour. The reactants are [F-].C(CCC)[N+](CCCC)(CCCC)CCCC (tetrabutylammonium fluoride), [Si](C)(C)(C(C)(C)C)OC(COCC=1N=CN(C1)C(C1=CC=CC=C1)(C1=CC=CC=C1)C1=CC=CC=C1)C1=CC=C(C#N)C=C1 (4-[1-(tert-butyldimethylsilanyloxy)-2-(1-trityl-1H-imidazol-4-ylmethoxy)ethyl]benzonitrile). Reaction SMILES: [F-].C([N+](CCCC)(CCCC)CCCC)CCC.[Si]([O:26][CH:27]([C:55]1[CH:62]=[CH:61][C:58]([C:59]#[N:60])=[CH:57][CH:56]=1)[CH2:28][O:29][CH2:30][C:31]1[N:32]=[CH:33][N:34]([C:36]([C:49]2[CH:54]=[CH:53][CH:52]=[CH:51][CH:50]=2)([C:43]2[CH:48]=[CH:47][CH:46]=[CH:45][CH:44]=2)[C:37]2[CH:42]=[CH:41][CH:40]=[CH:39][CH:38]=2)[CH:35]=1)(C(C)(C)C)(C)C>O1CCCC1.O>[OH:26][CH:27]([C:55]1[CH:56]=[CH:57][C:58]([C:59]#[N:60])=[CH:61][CH:62]=1)[CH2:28][O:29][CH2:30][C:31]1[N:32]=[CH:33][N:34]([C:36]([C:43]2[CH:44]=[CH:45][CH:46]=[CH:47][CH:48]=2)([C:37]2[CH:42]=[CH:41][CH:40]=[CH:39][CH:38]=2)[C:49]2[CH:50]=[CH:51][CH:52]=[CH:53][CH:54]=2)[CH:35]=1 |f:0.1|. Procedure details: 1.5 mmol of tetrabutylammonium fluoride (1M solution in tetrahydrofuran) are added to a solution of 1 mmol of 4-[1-(tert-butyldimethylsilanyloxy)-2-(1-trityl-1H-imidazol-4-ylmethoxy)ethyl]benzonitrile in 5 ml of tetrahydrofuran, and the solution is stirred at room temperature for 1 hour. The reaction solution is then diluted with water and extracted with tert-butyl methyl ether (2×). The combined organic phases are dried with sodium sulphate and evaporated. The title compound is identified from ... Run in O1CCCC1 (tetrahydrofuran), O (water). Yields the product OC(COCC=1N=CN(C1)C(C1=CC=CC=C1)(C1=CC=CC=C1)C1=CC=CC=C1)C1=CC=C(C#N)C=C1 (4-[1-Hydroxy-2-(1-trityl-1H-imidazol-4-ylmethoxy)ethyl]benzonitrile). The solvent is C(OC)COC (dimethoxyethane), O (water), C(C)(=O)OCC (ethyl acetate), O (water). The yield is 88.0%. RXN SMILES: Br[C:2]1[N:7]=[C:6]([O:8][C:9]2[CH:13]=[C:12](C(F)(F)F)[S:11][CH:10]=2)[CH:5]=[C:4]([CH3:18])[CH:3]=1.[F:19][C:20]([F:31])([F:30])[C:21]1[CH:26]=[CH:25][C:24](B(O)O)=[CH:23][CH:22]=1.C([O-])(O)=O.[Na+]>C(COC)OC.C(OCC)(=O)C.O>[CH3:18][C:4]1[CH:3]=[C:2]([C:24]2[CH:25]=[CH:26][C:21]([C:20]([F:31])([F:30])[F:19])=[CH:22][CH:23]=2)[N:7]=[C:6]([O:8][C:9]2[CH:13]=[CH:12][S:11][C:10]=2[C:20]([F:31])([F:30])[F:19])[CH:5]=1 |f:2.3|. Starting materials: BrC1=CC(=CC(=N1)OC1=CSC(=C1)C(F)(F)F)C (6-bromo-4-methyl-2-{[5-(trifluoromethyl)-3-thienyl]oxy}pyridine), tetrakis(triphenylphosphine) Pd, FC(C1=CC=C(C=C1)B(O)O)(F)F (α,α,α-trifluoro-p-tolylboronic acid), C(=O)(O)[O-].[Na+] (NaHCO3). Conditions: time 30 minute. The product is CC1=CC(=NC(=C1)C1=CC=C(C=C1)C(F)(F)F)OC1=C(SC=C1)C(F)(F)F (4-Methyl-6-(α,α,α-trifluoro-p-tolyl)-2-{[-(trifluoromethyl)-3-thienyl]oxy}pyridine). Procedure details: A solution of 6-bromo-4-methyl-2-{[5-(trifluoromethyl)-3-thienyl]oxy}pyridine (1.16 g, 3.43 mmol) in dimethoxyethane is treated with tetrakis(triphenylphosphine) Pd (79 mg, 0.069 mmol), stirred at room temperature for 30 minutes under N2, treated with α,α,α-trifluoro-p-tolylboronic acid (0.72 g, 3.77 mmol), NaHCO3 (0.95 g, 11.32 mmol) and water, heated at reflux temperature for 1.5 hours, cooled to room temperature, diluted with a mixture of ethyl acetate and water to give a two phase mixture. T...